This data is from the Open Reaction Database (ORD), a public repository of structured organic reaction records. The task is: describe an organic reaction: reactants, conditions, products, and yield The reactants are C(#N)C1=CC=C(C(=O)O)C=C1 (4-Cyano-benzoic acid), C1(=CC=CC=C1)O (phenol), C1CCC(CC1)N=C=NC2CCCCC2 (DCC). Reagents/catalysts: CN(C)C=1C=CN=CC1 (DMAP). Solvent: CCOCC (ether). Reaction conditions: time 3 day. The product is C(#N)C1=CC=C(C(=O)OC2=CC=CC=C2)C=C1 (phenyl 4-cyanobenzoate). The yield is 81.8%. As a reaction SMILES: [C:1]([C:3]1[CH:11]=[CH:10][C:6]([C:7]([OH:9])=[O:8])=[CH:5][CH:4]=1)#[N:2].[C:12]1(O)[CH:17]=[CH:16][CH:15]=[CH:14][CH:13]=1.C1CCC(N=C=NC2CCCCC2)CC1>CN(C1C=CN=CC=1)C.CCOCC>[C:1]([C:3]1[CH:11]=[CH:10][C:6]([C:7]([O:9][C:12]2[CH:17]=[CH:16][CH:15]=[CH:14][CH:13]=2)=[O:8])=[CH:5][CH:4]=1)#[N:2]. Procedure: 4-Cyano-benzoic acid (10.0 g, 68.0 mmol), phenol (6.40 g, 68.0 mmol), DCC (14.73 g, 71.4 mmol), DMAP (0.25 g, 2.04 mmol) and ether (200 mL) were mixed, and stirred at room temperature for 3 days. Ether was removed. To the residue was added CH2Cl2 (200 mL). The solid was filtered. The filtrate was concentrated, and purified by flash chromatography to give the desired product (12.41 g, 82%). MS (DCI/NH3) m/z 224 (M+H)+; 1H NMR (300 MHz, CDCl3) δ ppm 7.19-7.25 (m, 2H) 7.31 (m, 1H) 7.41-7.50 (m, 2H)...